From a dataset of the Open Reaction Database (ORD), a public repository of structured organic reaction records. describe an organic reaction: reactants, conditions, products, and yield Reactants: C(C)OCC(=O)NC=1C=2N(C(=CC1NCC(C)C)C)N=NN2 (2-ethoxy-N-{7-[(2-methylpropyl)amino]-5-methyltetraazolo[1,5-α]pyridin-8-yl}acetamide), Cl.N1=CC=CC=C1 (pyridine hydrochloride), Cl.N1=CC=CC=C1 (pyridine hydrochloride). Solvent: N1=CC=CC=C1 (pyridine). Conditions: time 2 hour. Yields the product C(C)OCC=1N(C2=C(C=3N(C(=C2)C)N=NN3)N1)CC(C)C (8-(ethoxymethyl)-7-(2-methylpropyl)-5-methyl-7H-imidazo[4,5-c]tetraazolo[1,5-α]pyridine). Isolated yield 66.7%. RXN SMILES: [CH2:1]([O:3][CH2:4][C:5]([NH:7][C:8]1[C:9]2[N:10]([N:20]=[N:21][N:22]=2)[C:11]([CH3:19])=[CH:12][C:13]=1[NH:14][CH2:15][CH:16]([CH3:18])[CH3:17])=O)[CH3:2].Cl.N1C=CC=CC=1>N1C=CC=CC=1>[CH2:1]([O:3][CH2:4][C:5]1[N:14]([CH2:15][CH:16]([CH3:18])[CH3:17])[C:13]2[CH:12]=[C:11]([CH3:19])[N:10]3[N:20]=[N:21][N:22]=[C:9]3[C:8]=2[N:7]=1)[CH3:2] |f:1.2|. Procedure details: A solution of 2-ethoxy-N-{7-[(2-methylpropyl)amino]-5-methyltetraazolo[1,5-α]pyridin-8-yl}acetamide (10.9 g, 35.6 mmol) and pyridine hydrochloride (10 g) in pyridine (100 mL) was heated at reflux under a nitrogen atmosphere for five days. An analysis by high-performance liquid chromatography indicated the presence of 16% starting material, and an additional 10 g of pyridine hydrochloride was added. After a total of seven days, the reaction was complete, and the solvent was removed under reduced ... Starting materials: C(C)(C)(C)OC(=O)N(C(C(=O)NC1=NC(=CC(=C1)B(O)O)NC(=O)C1=NC=C(C=C1)Cl)C)C ([2-(2-{[(tert-butoxy)carbonyl](methyl)amino}propanamido)-6-(5-chloropyridine-2-amido)pyridin-4-yl]boronic acid), ClC=1N=C(C2=C(N1)C(=NN2C)C)Cl (5,7-dichloro-1,3-dimethyl-1H-pyrazolo-[4,3-d]pyrimidine). The product is C(C)(C)(C)OC(N(C)C(C)C(NC1=NC(=CC(=C1)C=1C2=C(N=CN1)C(=NN2C)C)NC(=O)C2=NC=C(C=C2)Cl)=O)=O (tert-butyl-N-(1-{[6-(5-chloropyridine-2-amido)-4-{1,3-dimethyl-1H-pyrazolo-[4,3-d]pyrimidin-7-yl}pyridin-2-yl]carbamoyl}ethyl)-N-methylcarbamate). RXN SMILES: [C:1]([O:5][C:6]([N:8]([CH3:33])[CH:9]([CH3:32])[C:10]([NH:12][C:13]1[CH:18]=[C:17](B(O)O)[CH:16]=[C:15]([NH:22][C:23]([C:25]2[CH:30]=[CH:29][C:28]([Cl:31])=[CH:27][N:26]=2)=[O:24])[N:14]=1)=[O:11])=[O:7])([CH3:4])([CH3:3])[CH3:2].Cl[C:35]1[N:36]=[C:37](Cl)[C:38]2[N:43]([CH3:44])[N:42]=[C:41]([CH3:45])[C:39]=2[N:40]=1>>[C:1]([O:5][C:6](=[O:7])[N:8]([CH:9]([C:10](=[O:11])[NH:12][C:13]1[CH:18]=[C:17]([C:37]2[C:38]3[N:43]([CH3:44])[N:42]=[C:41]([CH3:45])[C:39]=3[N:40]=[CH:35][N:36]=2)[CH:16]=[C:15]([NH:22][C:23]([C:25]2[CH:30]=[CH:29][C:28]([Cl:31])=[CH:27][N:26]=2)=[O:24])[N:14]=1)[CH3:32])[CH3:33])([CH3:4])([CH3:3])[CH3:2]. Procedure details: K63a is prepared analogously from D1 utilizing 5,7-dichloro-1,3-dimethyl-1H-pyrazolo-[4,3-d]pyrimidine: